From a dataset of the Open Reaction Database (ORD), a public repository of structured organic reaction records. describe an organic reaction: reactants, conditions, products, and yield The reactants are C(C)OC(CC=1N=C(SC1)NC(C1=CC=C(C=C1)Cl)=O)=O ([2-(4-chloro-benzoylamino)-thiazol-4-yl]-acetic acid ethyl ester), C(C)(C)(C)OC(=O)N1CCNCC1 (tert-butyl-1-piperazine carboxylate). The solvent is C1CCOC1 (THF). Product: C(C)(C)(C)OC(=O)N1CCN(CC1)C(CC=1N=C(SC1)NC(C1=CC=C(C=C1)Cl)=O)=O (4-{2-[2-(4-chloro-benzoylamino)-thiazol-4-yl]-acetyl}-piperazine-1-carboxylic acid tert-butyl ester). Reaction SMILES: C(O[C:4](=[O:21])[CH2:5][C:6]1[N:7]=[C:8]([NH:11][C:12](=[O:20])[C:13]2[CH:18]=[CH:17][C:16]([Cl:19])=[CH:15][CH:14]=2)[S:9][CH:10]=1)C.[C:22]([O:26][C:27]([N:29]1[CH2:34][CH2:33][NH:32][CH2:31][CH2:30]1)=[O:28])([CH3:25])([CH3:24])[CH3:23]>C1COCC1>[C:22]([O:26][C:27]([N:29]1[CH2:34][CH2:33][N:32]([C:4](=[O:21])[CH2:5][C:6]2[N:7]=[C:8]([NH:11][C:12](=[O:20])[C:13]3[CH:14]=[CH:15][C:16]([Cl:19])=[CH:17][CH:18]=3)[S:9][CH:10]=2)[CH2:31][CH2:30]1)=[O:28])([CH3:25])([CH3:23])[CH3:24]. Procedure: 54.1 Using general method A, with THF instead of DMF as solvent, [2-(4-chloro-benzoylamino)-thiazol-4-yl]-acetic acid ethyl ester (example 1.1) was coupled with tert-butyl-1-piperazine carboxylate to give 4-{2-[2-(4-chloro-benzoylamino)-thiazol-4-yl]-acetyl}-piperazine-1-carboxylic acid tert-butyl ester. White solid. MS 465.1 ([M+H]+) Reactants: ClC1=CC=2C3=C(N(C2C=C1)CC(C)(O)C1=CC=C(C=C1)OC)CCN(C3)C (1-(8-Chloro-1,2,3,4-tetrahydro-2-methylpyrido[4,3-b]indol-5-yl)-2-(4-methoxyphenyl) propan-2-ol), S(O)(O)(=O)=O (sulfuric acid). Solvent: O (water). Reaction conditions: temperature 7.5 celsius. Product: ClC1=CC=2C3=C(N(C2C=C1)\C=C(/C)\C1=CC=C(C=C1)OC)CCN(C3)C (8-chloro-2,3,4,5-tetrahydro-5-((E)-2-(4-methoxyphenyl)prop-1-enyl)-2-methyl-1H-pyrido[4,3-b]indole), ClC1=CC=2C3=C(N(C2C=C1)CC(=C)C1=CC=C(C=C1)OC)CCN(C3)C (8-chloro-2,3,4,5-tetrahydro-5-(2-(4-methoxyphenyl)allyl)-2-methyl-1H-pyrido[4,3-b]indole). As a reaction SMILES: [Cl:1][C:2]1[CH:10]=[CH:9][C:8]2[N:7]([CH2:11][C:12]([C:15]3[CH:20]=[CH:19][C:18]([O:21][CH3:22])=[CH:17][CH:16]=3)(O)[CH3:13])[C:6]3[CH2:23][CH2:24][N:25]([CH3:27])[CH2:26][C:5]=3[C:4]=2[CH:3]=1.S(=O)(=O)(O)O>O>[Cl:1][C:2]1[CH:10]=[CH:9][C:8]2[N:7](/[CH:11]=[C:12](/[C:15]3[CH:20]=[CH:19][C:18]([O:21][CH3:22])=[CH:17][CH:16]=3)\[CH3:13])[C:6]3[CH2:23][CH2:24][N:25]([CH3:27])[CH2:26][C:5]=3[C:4]=2[CH:3]=1.[Cl:1][C:2]1[CH:10]=[CH:9][C:8]2[N:7]([CH2:11][C:12]([C:15]3[CH:20]=[CH:19][C:18]([O:21][CH3:22])=[CH:17][CH:16]=3)=[CH2:13])[C:6]3[CH2:23][CH2:24][N:25]([CH3:27])[CH2:26][C:5]=3[C:4]=2[CH:3]=1. Reported procedure: 1-(8-Chloro-1,2,3,4-tetrahydro-2-methylpyrido[4,3-b]indol-5-yl)-2-(4-methoxyphenyl) propan-2-ol (1 equiv.) is heated to 55° C. with sulfuric acid in water for 2.5 h. The reaction mixture is cooled to 5-10° C. and neutralized by dropwise addition of satd. aq. sodium hydrogen carbonate solution followed by extraction with EtOAc. The combined organic extract is washed with water, then brine, dried over sodium sulfate and evaporated under vacuum to obtain 8-chloro-2,3,4,5-tetrahydro-5-((E)-2-(4-meth... Reactants: CC(C)(C)OC(=O)NCCC(=O)O, Cl, Cl, C1CCC2=NCCCN2CC1, NCc1cccc2c1CN(C1CCC(=O)NC1=O)C2=O, CN(C)C=O. Yields the product CC(C)(C)OC(=O)NCCC(=O)NCc1cccc2c1CN(C1CCC(=O)NC1=O)C2=O. As a reaction SMILES: [C:33](=[O:34])([O:35][C:36]([CH3:37])([CH3:38])[CH3:39])[NH:40][CH2:41][CH2:42][C:43](=[O:44])[OH:45].[ClH:12].[ClH:46].[N:1]12[CH2:2][CH2:3][CH2:4][N:5]=[C:6]1[CH2:7][CH2:8][CH2:9][CH2:10][CH2:11]2.[NH2:13][CH2:14][c:15]1[c:16]2[c:20]([cH:21][cH:22][cH:23]1)[C:19](=[O:24])[N:18]([CH:25]1[C:26](=[O:32])[NH:27][C:28](=[O:31])[CH2:29][CH2:30]1)[CH2:17]2.[O:47]=[CH:48][N:49]([CH3:50])[CH3:51]>>[NH:13]([CH2:14][c:15]1[c:16]2[c:20]([cH:21][cH:22][cH:23]1)[C:19](=[O:24])[N:18]([CH:25]1[C:26](=[O:32])[NH:27][C:28](=[O:31])[CH2:29][CH2:30]1)[CH2:17]2)[C:43]([CH2:42][CH2:41][NH:40][C:33](=[O:34])[O:35][C:36]([CH3:37])([CH3:38])[CH3:39])=[O:44]. Starting materials: C(C)(C)(C)OC(=O)NCC[C@H](CC(=O)OCC)O (ethyl (3R)-5-tert-butoxycarbonylamino-3-hydroxypentanoate), C(C1=CC=CC=C1)OC(=O)NCC[C@H](CC(=O)OCC)O (ethyl (3R)-5-benzyloxycarbonylamino-3-hydroxypentanoate). Product: C(C)(C)(C)OC(=O)NCC[C@H](CC(=O)OCC)OC1OCCCC1 (ethyl (3R) -5-tert-butoxycarbonylamino-3-(2-tetrahydropyranyloxy)-pentanoate). Isolated yield 75.0%. RXN SMILES: [C:1]([O:5][C:6]([NH:8][CH2:9][CH2:10][C@@H:11]([OH:18])[CH2:12][C:13]([O:15][CH2:16][CH3:17])=[O:14])=[O:7])([CH3:4])([CH3:3])[CH3:2].C(OC(NCC[C@@H:32](O)[CH2:33][C:34]([O:36][CH2:37][CH3:38])=O)=O)C1C=CC=CC=1>>[C:1]([O:5][C:6]([NH:8][CH2:9][CH2:10][C@@H:11]([O:18][CH:34]1[CH2:33][CH2:32][CH2:38][CH2:37][O:36]1)[CH2:12][C:13]([O:15][CH2:16][CH3:17])=[O:14])=[O:7])([CH3:3])([CH3:4])[CH3:2]. Procedure: The intended compound (2-b) was prepared in a yield of 75% by a method similar to the process A in EXAMPLE 2, except that ethyl (3R)-5-tert-butoxycarbonylamino-3-hydroxypentanoate (2-a), obtained by the above process B, was used instead of ethyl (3R)-5-benzyloxycarbonylamino-3-hydroxypentanoate (2-a).